Task: describe an organic reaction: reactants, conditions, products, and yield. Dataset: the Open Reaction Database (ORD), a public repository of structured organic reaction records The reactants are CC(C)(C)Oc1ccc(CC(NC(=O)OCc2ccccc2)C(=O)O)cc1, CCOC(C)=O, C(=NC1CCCCC1)=NC1CCCCC1, CC(C)(C)OC(=O)COC1CCNCC1, O=C1CCC(=O)N1O. Product: CC(C)(C)OC(=O)COC1CCN(C(=O)C(Cc2ccc(OC(C)(C)C)cc2)NC(=O)OCc2ccccc2)CC1. Reaction SMILES: [CH2:1]([c:2]1[cH:3][cH:4][cH:5][cH:6][cH:7]1)[O:8][C:9](=[O:10])[NH:11][CH:12]([CH2:13][c:14]1[cH:15][cH:16][c:17]([O:20][C:21]([CH3:22])([CH3:23])[CH3:24])[cH:18][cH:19]1)[C:25](=[O:26])[OH:27].[CH3:66][CH2:67][O:68][C:69](=[O:70])[CH3:71].[CH:36]1([N:37]=[C:38]=[N:39][CH:40]2[CH2:41][CH2:42][CH2:43][CH2:44][CH2:45]2)[CH2:46][CH2:47][CH2:48][CH2:49][CH2:50]1.[NH:51]1[CH2:52][CH2:53][CH:54]([O:57][CH2:58][C:59](=[O:60])[O:61][C:62]([CH3:63])([CH3:64])[CH3:65])[CH2:55][CH2:56]1.[OH:28][N:29]1[C:30](=[O:31])[CH2:32][CH2:33][C:34]1=[O:35]>>[CH2:1]([c:2]1[cH:3][cH:4][cH:5][cH:6][cH:7]1)[O:8][C:9](=[O:10])[NH:11][CH:12]([CH2:13][c:14]1[cH:15][cH:16][c:17]([O:20][C:21]([CH3:22])([CH3:23])[CH3:24])[cH:18][cH:19]1)[C:25](=[O:27])[N:51]1[CH2:52][CH2:53][CH:54]([O:57][CH2:58][C:59](=[O:60])[O:61][C:62]([CH3:63])([CH3:64])[CH3:65])[CH2:55][CH2:56]1.